Task: describe an organic reaction: reactants, conditions, products, and yield. Dataset: the Open Reaction Database (ORD), a public repository of structured organic reaction records Starting materials: FC1=C(C(=CC=C1)F)[N+](=O)[O-] (1,3-difluoro-2-nitrobenzen), C(=O)([O-])[O-].[K+].[K+] (K2CO3), C(CC(=O)OCC)(=O)OCC (diethyl malonate), Cl (HCl). Solvent: CN(C)C=O (DMF), C(C)OCC (diethyl ether). Run at temperature 65 celsius, time 24 hour. Yields the product FC=1C(=C(C=CC1)C(C(=O)OCC)C(=O)OCC)[N+](=O)[O-] (diethyl (3-fluoro-2-nitrophenyl)propanedioate). As a reaction SMILES: F[C:2]1[CH:7]=[CH:6][CH:5]=[C:4]([F:8])[C:3]=1[N+:9]([O-:11])=[O:10].C([O-])([O-])=O.[K+].[K+].[C:18]([O:26][CH2:27][CH3:28])(=[O:25])[CH2:19][C:20]([O:22][CH2:23][CH3:24])=[O:21].Cl>CN(C=O)C.C(OCC)C>[F:8][C:4]1[C:3]([N+:9]([O-:11])=[O:10])=[C:2]([CH:19]([C:20]([O:22][CH2:23][CH3:24])=[O:21])[C:18]([O:26][CH2:27][CH3:28])=[O:25])[CH:7]=[CH:6][CH:5]=1 |f:1.2.3|. Procedure details: A solution of 1,3-difluoro-2-nitrobenzen (5.0 g, 31.4 mmol) in 50 mL of dry DMF was added K2CO3 (4.41 g, 32 mmol) and diethyl malonate (3.6 mL, 31.4 mmol). The reaction mixture was heated to 65° C. and stirred for 24 hours. After cooling to room temperature, the mixture was neutralized with 2 N HCl and extrated with diethyl ether. The ether layer was dried over anhydrous sodium sulfate and concentrated. The crude product was purified via column chromatograph to afford diethyl (3-fluoro-2-nitroph... Starting materials: CCOC(=O)C1(C(=O)OCC)C(C(C)=O)C(=O)N1Cc1ccc(OC)cc1OC, ClCCl, C1COCCO1, O, OCCO. The product is CCOC(=O)C1(C(=O)OCC)C(C2(C)OCCO2)C(=O)N1Cc1ccc(OC)cc1OC. Reaction SMILES: [C:1]([CH3:2])(=[O:3])[CH:4]1[C:5]([C:20](=[O:21])[O:22][CH2:23][CH3:24])([C:25](=[O:26])[O:27][CH2:28][CH3:29])[N:6]([CH2:9][c:10]2[c:11]([O:18][CH3:19])[cH:12][c:13]([O:16][CH3:17])[cH:14][cH:15]2)[C:7]1=[O:8].[Cl:35][CH2:36][Cl:37].[O:38]1[CH2:39][CH2:40][O:41][CH2:42][CH2:43]1.[OH2:34].[OH:30][CH2:31][CH2:32][OH:33]>>[C:1]1([CH3:2])([CH:4]2[C:5]([C:20](=[O:21])[O:22][CH2:23][CH3:24])([C:25](=[O:26])[O:27][CH2:28][CH3:29])[N:6]([CH2:9][c:10]3[c:11]([O:18][CH3:19])[cH:12][c:13]([O:16][CH3:17])[cH:14][cH:15]3)[C:7]2=[O:8])[O:3][CH2:32][CH2:31][O:30]1. Starting materials: C(C)(C)(C)OC(N[C@@H]1C(N(CC1)CC1=CC(=CC=C1)C#N)=O)=O ([1-(3-cyanobenzyl)-2-oxo-pyrrolidin-3-(S)-yl]-carbamic acid tert-butyl ester), Cl (HCl). Run in CCOC(=O)C (EtOAc). Run at time 4 hour. Yields the product Cl.N[C@@H]1C(N(CC1)CC=1C=C(C#N)C=CC1)=O (3-(3-(S)-Amino-2-oxo-pyrrolidin-1-ylmethyl)-benzonitrile hydrochloride). RXN SMILES: C(OC(=O)[NH:7][C@H:8]1[CH2:12][CH2:11][N:10]([CH2:13][C:14]2[CH:19]=[CH:18][CH:17]=[C:16]([C:20]#[N:21])[CH:15]=2)[C:9]1=[O:22])(C)(C)C.[ClH:24]>CCOC(C)=O>[ClH:24].[NH2:7][C@H:8]1[CH2:12][CH2:11][N:10]([CH2:13][C:14]2[CH:15]=[C:16]([CH:17]=[CH:18][CH:19]=2)[C:20]#[N:21])[C:9]1=[O:22] |f:3.4|. Procedure: To a solution of [1-(3-cyanobenzyl)-2-oxo-pyrrolidin-3-(S)-yl]-carbamic acid tert-butyl ester (9.1 g, 29 mmol) in 150 mL of EtOAc at 0° C. is bubbled HCl gas for 10 min. After this time, the solution is stirred for 4 h. The solution is then concentrated to afford the title compound (7.3 g, 29 mmol) as a white solid. Starting materials: CO, Cl, CCCC(Oc1ccc(-n2cc(C(F)(F)F)cn2)cc1)c1ccc(C(=O)NCCC(=O)OCC)cn1, [Na+], [OH-]. Product: CCCC(Oc1ccc(-n2cc(C(F)(F)F)cn2)cc1)c1ccc(C(=O)NCCC(=O)O)cn1. As a reaction SMILES: [CH3:40][OH:41].[ClH:39].[F:1][C:2]([c:3]1[cH:4][n:5][n:6](-[c:8]2[cH:9][cH:10][c:11]([O:12][CH:13]([CH2:14][CH2:15][CH3:16])[c:17]3[n:18][cH:19][c:20]([C:21](=[O:22])[NH:23][CH2:24][CH2:25][C:26](=[O:27])[O:28][CH2:29][CH3:30])[cH:31][cH:32]3)[cH:33][cH:34]2)[cH:7]1)([F:35])[F:36].[Na+:38].[OH-:37]>>[F:1][C:2]([c:3]1[cH:4][n:5][n:6](-[c:8]2[cH:9][cH:10][c:11]([O:12][CH:13]([CH2:14][CH2:15][CH3:16])[c:17]3[n:18][cH:19][c:20]([C:21](=[O:22])[NH:23][CH2:24][CH2:25][C:26](=[O:27])[OH:28])[cH:31][cH:32]3)[cH:33][cH:34]2)[cH:7]1)([F:35])[F:36]. Reactants: C([O-])([O-])=O.[Na+].[Na+] (sodium carbonate), CC(Cl)C(=O)O (CH3CHClCOOH), C=CCCO (CH2═CHCH2CH2OH), S(O)(O)(=O)=O (sulfuric acid). The solvent is C(C)(C)(C)OC (t-butylmethyl ether), O (water), C(C)(C)(C)OC (t-butylmethyl ether). Run at time 10 minute. Product: CC(Cl)C(=O)OCCC=C (CH3CHClCOOCH2CH2CH═CH2). RXN SMILES: [CH3:1][CH:2]([C:4]([OH:6])=[O:5])[Cl:3].[CH2:7]=[CH:8][CH2:9][CH2:10]O.S(=O)(=O)(O)O.C(=O)([O-])[O-].[Na+].[Na+]>C(OC)(C)(C)C.O>[CH3:1][CH:2]([C:4]([O:6][CH2:10][CH2:9][CH:8]=[CH2:7])=[O:5])[Cl:3] |f:3.4.5|. Procedure: CH3CHClCOOH (50 g) and CH2═CHCH2CH2OH (75 ml) were put into a flask, and 10 ml of concentrated sulfuric acid was added dropwise, followed by stirring at room temperature for 10 minutes. The reaction solution was poured into 250 ml of a saturated sodium carbonate aqueous solution. 150 ml of water and 150 ml of t-butylmethyl ether were added for liquid separation to obtain a t-butylmethyl ether layer as an organic layer. The organic layer was washed with 150 ml of water, dried over magnesium sulfa... Reactants: C(#N)C1=NC=CC(=C1)CN1C([C@H](CC1)NS(=O)(=O)C1=CC2=CC(=CC=C2C=C1)OC)=O (7-methoxynaphthalene-2-sulfonic acid [1-(2-cyanopyridin-4-ylmethyl)-2-oxopyrrolidin-3-(S)-yl]amide), BrCC1=CSC=C1 (3-bromomethylthiophene). The product is C(#N)C1=NC=CC(=C1)CN1C([C@H](CC1)N(S(=O)(=O)C1=CC2=CC(=CC=C2C=C1)OC)CC1=CSC=C1)=O (7-Methoxynaphthalene-2-sulfonic acid-[1-(2-cyanopyridin-4-ylmethyl)-2-oxopyrrolidin-3-(S)-yl]thiophen-3-ylmethylamide). As a reaction SMILES: [C:1]([C:3]1[CH:8]=[C:7]([CH2:9][N:10]2[CH2:14][CH2:13][C@H:12]([NH:15][S:16]([C:19]3[CH:28]=[CH:27][C:26]4[C:21](=[CH:22][C:23]([O:29][CH3:30])=[CH:24][CH:25]=4)[CH:20]=3)(=[O:18])=[O:17])[C:11]2=[O:31])[CH:6]=[CH:5][N:4]=1)#[N:2].Br[CH2:33][C:34]1[CH:38]=[CH:37][S:36][CH:35]=1>>[C:1]([C:3]1[CH:8]=[C:7]([CH2:9][N:10]2[CH2:14][CH2:13][C@H:12]([N:15]([CH2:33][C:34]3[CH:38]=[CH:37][S:36][CH:35]=3)[S:16]([C:19]3[CH:28]=[CH:27][C:26]4[C:21](=[CH:22][C:23]([O:29][CH3:30])=[CH:24][CH:25]=4)[CH:20]=3)(=[O:18])=[O:17])[C:11]2=[O:31])[CH:6]=[CH:5][N:4]=1)#[N:2]. Procedure details: The title compound is prepared from 7-methoxynaphthalene-2-sulfonic acid [1-(2-cyanopyridin-4-ylmethyl)-2-oxopyrrolidin-3-(S)-yl]amide as described in EXAMPLE 141, Part D using 3-bromomethylthiophene in place of benzyl bromide. The crude product is purified by column chromatography eluting with gradient of 10% EtOAc/CH2Cl2 to 25% EtOAc/CH2Cl2 to afford the title compound as a white solid. Reagents/catalysts: C1=CC=C(C=C1)P([C-]2C=CC=C2)C3=CC=CC=C3.C1=CC=C(C=C1)P([C-]2C=CC=C2)C3=CC=CC=C3.Cl[Pd]Cl.[Fe+2] ([1,1′-bis(diphenylphosphino)ferrocene]dichloropalladium(II)). Run in C(C)#N (acetonitrile), O (water). Yields the product ClC=1C=CC(=C(C1)C1=CC=C2C=C(N=CC2=C1)NC(=O)C1CC1)OC (N-(7-(5-chloro-2-methoxyphenyl)isoquinolin-3-yl)cyclopropanecarboxamide). The reactants are BrC1=CC=C2C=C(N=CC2=C1)NC(=O)C1CC1 (N-(7-bromoisoquinolin-3-yl)cyclopropanecarboxamide), ClC=1C=CC(=C(C1)B(O)O)OC (5-chloro-2-methoxyphenylboronic acid), C([O-])([O-])=O.[Cs+].[Cs+] (cesium carbonate). Run at temperature 120 celsius, time 6 hour. Procedure: N-(7-bromoisoquinolin-3-yl)cyclopropanecarboxamide (150 mg, 0.595 mmol), 5-chloro-2-methoxyphenylboronic acid (132 mg, 0.714 mmol), [1,1′-bis(diphenylphosphino)ferrocene]dichloropalladium(II) (24 mg, 0.03 mmol) and cesium carbonate (232 mg, 0.714 mmol) were mixed in acetonitrile and water (10:1, 20 mL). The reaction mixture was stirred at 120° C. under nitrogen for 6 hours. The reaction mixture was concentrated, diluted with water and extracted with ethyl acetate, concentrated and purified by pr... Reaction SMILES: Br[C:2]1[CH:11]=[C:10]2[C:5]([CH:6]=[C:7]([NH:12][C:13]([CH:15]3[CH2:17][CH2:16]3)=[O:14])[N:8]=[CH:9]2)=[CH:4][CH:3]=1.[Cl:18][C:19]1[CH:20]=[CH:21][C:22]([O:28][CH3:29])=[C:23](B(O)O)[CH:24]=1.C(=O)([O-])[O-].[Cs+].[Cs+]>C(#N)C.O.C1C=CC(P(C2C=CC=CC=2)[C-]2C=CC=C2)=CC=1.C1C=CC(P(C2C=CC=CC=2)[C-]2C=CC=C2)=CC=1.Cl[Pd]Cl.[Fe+2]>[Cl:18][C:19]1[CH:24]=[CH:23][C:22]([O:28][CH3:29])=[C:21]([C:2]2[CH:11]=[C:10]3[C:5]([CH:6]=[C:7]([NH:12][C:13]([CH:15]4[CH2:17][CH2:16]4)=[O:14])[N:8]=[CH:9]3)=[CH:4][CH:3]=2)[CH:20]=1 |f:2.3.4,7.8.9.10|. The yield is 10.1%. The reactants are BrC1=CC=C(C=C1)C1=CC=C(C=C1)OCC=1C(=NC=CC1)OC (3-(4′-Bromo-biphenyl-4-yloxymethyl)-2-methoxy-pyridine), C1=CC(=CC(=C1)Cl)C(=O)OO (mCPBA). The solvent is ClCCl (dichloromethane), ClCCl (dichloromethane). Reaction conditions: time 3 day. Yields the product BrC1=CC=C(C=C1)C1=CC=C(C=C1)OCC=1C(=[N+](C=CC1)[O-])OC (3-(4′-Bromo-biphenyl-4-yloxymethyl)-2-methoxy-pyridine 1-oxide). Reaction SMILES: [Br:1][C:2]1[CH:7]=[CH:6][C:5]([C:8]2[CH:13]=[CH:12][C:11]([O:14][CH2:15][C:16]3[C:17]([O:22][CH3:23])=[N:18][CH:19]=[CH:20][CH:21]=3)=[CH:10][CH:9]=2)=[CH:4][CH:3]=1.C1C=C(Cl)C=C(C(OO)=[O:32])C=1>ClCCl>[Br:1][C:2]1[CH:3]=[CH:4][C:5]([C:8]2[CH:9]=[CH:10][C:11]([O:14][CH2:15][C:16]3[C:17]([O:22][CH3:23])=[N+:18]([O-:32])[CH:19]=[CH:20][CH:21]=3)=[CH:12][CH:13]=2)=[CH:6][CH:7]=1. Procedure: A mixture of 3-(4′-bromo-biphenyl-4-yloxymethyl)-2-methoxy-pyridine (0.19 g, 0.51 mmol) from Step B and mCPBA (77% max., 0.25 g, 1.13 mmol) in dichloromethane (5 mL) was stirred at room temperature for 3 days. The reaction was diluted with dichloromethane and washed with aqueous Na2SO3 solution, 1N NaOH solution, water and brine. The organic layer was dried over anhydrous K2CO3 and filtered through Celite. The filtrate was concentrated under vacuo and the residue was purified by chromatography (...